This data is from the Open Reaction Database (ORD), a public repository of structured organic reaction records. The task is: describe an organic reaction: reactants, conditions, products, and yield Starting materials: C[Si](C)(C)[N-][Si](C)(C)C, ClCCCCI, O=C(O)Cc1cc(F)cc(F)c1, [Na+]. Product: O=C(O)C(CCCCCl)c1cc(F)cc(F)c1. As a reaction SMILES: [CH3:14][Si:15]([N-:16][Si:17]([CH3:18])([CH3:19])[CH3:20])([CH3:21])[CH3:22].[Cl:23][CH2:24][CH2:25][CH2:26][CH2:27][I:28].[F:1][c:2]1[cH:3][c:4]([CH2:9][C:10](=[O:11])[OH:12])[cH:5][c:6]([F:8])[cH:7]1.[Na+:13]>>[F:1][c:2]1[cH:3][c:4]([CH:9]([C:10](=[O:11])[OH:12])[CH2:27][CH2:26][CH2:25][CH2:24][Cl:23])[cH:5][c:6]([F:8])[cH:7]1. The reactants are C(C)(C)(C)OC(=O)NN(C)C(=O)[C@H]1N(C[C@@H](C1)SCC1=CC=C(C=C1)OC)S(=O)(=O)C1=CC2=CC=CC=C2C=C1 ((2S,4R)-N′-[4-(4-Methoxy-benzylsulfanyl)-1-(naphthalene-2-sulfonyl)-pyrrolidine-2-carbonyl]-N′-methyl-hydrazinecarboxylic acid tert-butyl ester), C(=O)(C(F)(F)F)O (TFA). Run in C(Cl)Cl (CH2Cl2). Yields the product CN(N)C(=O)[C@H]1N(C[C@@H](C1)SCC1=CC=C(C=C1)OC)S(=O)(=O)C1=CC2=CC=CC=C2C=C1 ((2S,4R)-4-(4-Methoxy-benzylsulfanyl)-1-(naphthalene-2-sulfonyl)-pyrrolidine-2-carboxylic acid N-methyl-hydrazide). Isolated yield 101.1%. RXN SMILES: C(OC([NH:8][N:9]([C:11]([C@@H:13]1[CH2:17][C@@H:16]([S:18][CH2:19][C:20]2[CH:25]=[CH:24][C:23]([O:26][CH3:27])=[CH:22][CH:21]=2)[CH2:15][N:14]1[S:28]([C:31]1[CH:40]=[CH:39][C:38]2[C:33](=[CH:34][CH:35]=[CH:36][CH:37]=2)[CH:32]=1)(=[O:30])=[O:29])=[O:12])[CH3:10])=O)(C)(C)C.C(O)(C(F)(F)F)=O>C(Cl)Cl>[CH3:10][N:9]([C:11]([C@@H:13]1[CH2:17][C@@H:16]([S:18][CH2:19][C:20]2[CH:21]=[CH:22][C:23]([O:26][CH3:27])=[CH:24][CH:25]=2)[CH2:15][N:14]1[S:28]([C:31]1[CH:40]=[CH:39][C:38]2[C:33](=[CH:34][CH:35]=[CH:36][CH:37]=2)[CH:32]=1)(=[O:29])=[O:30])=[O:12])[NH2:8]. Procedure details: (Step 22) 2 g (3.4 mmol) (2S,4R)-N′-[4-(4-Methoxy-benzylsulfanyl)-1-(naphthalene-2-sulfonyl)-pyrrolidine-2-carbonyl]-N′-methyl-hydrazinecarboxylic acid tert-butyl ester in 9 ml CH2Cl2 were treated with 3.4 ml TFA for 2 h. The solution was concentrated, redissolved in toluene and evaporated. The residue was dissolved in ethyl acetate and sat. aq. NaHCO3, the layers were separated and the inorganic one was extracted with ethyl acetate, the combined organic ones were washed wit brine, dried over Na... Starting materials: COC(OC)OC (trimethoxymethane), Cl (HCl), C1(=CC=CC=C1)C(C(C)=O)=O (1-phenylpropane-1,2-dione), CO (methanol). Run at temperature 22.5 celsius, time 2 hour. Yields the product COC(C(=O)C1=CC=CC=C1)(C)OC (2,2-dimethoxy-1-phenylpropan-1-one). As a reaction SMILES: CO[CH:3]([O:6][CH3:7])[O:4][CH3:5].Cl.[C:9]1([C:15](=[O:19])C(=O)C)[CH:14]=[CH:13][CH:12]=[CH:11][CH:10]=1.[CH3:20]O>>[CH3:7][O:6][C:3]([O:4][CH3:5])([CH3:20])[C:15]([C:9]1[CH:14]=[CH:13][CH:12]=[CH:11][CH:10]=1)=[O:19]. Procedure details: 1.2 g of trimethoxymethane and 8.7 ml of 25% strength by weight ethanolic HCl solution were added to 14.8 g of 1-phenylpropane-1,2-dione dissolved in 27.5 ml of methanol. The reaction mixture was stirred at 20 to 25° C. for 2 hours, and the solvent was then removed by distillation. The residue was taken up in methyl tert-butyl ether (MTBE) and the solution was washed with water. The organic phases were dried and the solvent removed by distillation. 18.2 g of product were obtained as a clear oil.